From a dataset of the Open Reaction Database (ORD), a public repository of structured organic reaction records. describe an organic reaction: reactants, conditions, products, and yield Reactants: ClC=1C=NC(NC1)=O (5-chloropyrimidin-2-one), O (Water), BrCC(=O)C1=CC=C(C=C1)C(F)(F)F (2-bromo-4'-trifluoromethyl-acetophenone). Run in C(C)N(CC)CC (triethylamine), C(C)O (ethanol). Product: ClC=1C=NC(N(C1)CC(=O)C1=CC=C(C=C1)C(F)(F)F)=O (5-Chloro-1-(4-trifluoromethylphenacyl)pyrimidin-2-one). Isolated yield 58.4%. As a reaction SMILES: [Cl:1][C:2]1[CH:3]=[N:4][C:5](=[O:8])[NH:6][CH:7]=1.Br[CH2:10][C:11]([C:13]1[CH:18]=[CH:17][C:16]([C:19]([F:22])([F:21])[F:20])=[CH:15][CH:14]=1)=[O:12].O>C(N(CC)CC)C.C(O)C>[Cl:1][C:2]1[CH:3]=[N:4][C:5](=[O:8])[N:6]([CH2:10][C:11]([C:13]2[CH:18]=[CH:17][C:16]([C:19]([F:20])([F:21])[F:22])=[CH:15][CH:14]=2)=[O:12])[CH:7]=1. Reported procedure: A suspension of 5-chloropyrimidin-2-one (408 mg). and 2-bromo-4'-trifluoromethyl-acetophenone (824 mg) in triethylamine (1 ml) and ethanol (20 ml) was stirred at ambient temperature for 45 mins. Water (100 ml) was added and the precipitate was collected. This solid was crystallised from acetone to give the title pyrimidinone (571 mg,); m.p. 243°-245°; λmaxEtOH 235.5 nm (ε 20040), 282 nm (ε 1880), 333.5 nm (ε 1860), λinf 287.5 nm (ε 1790). Starting materials: ClC=1C(=C(C(=C(C1)C(C)NC1=C2N=CN(C2=NC=N1)C1OCCCC1)OC)C=1C=NN(C1)C1CCN(CC1)C(=O)OC(C)(C)C)C (tert-Butyl 4-{4-[3-chloro-6-methoxy-2-methyl-5-(1-{[9-(tetrahydro-2H-pyran-2-yl)-9H-purin-6-yl]amino}ethyl)phenyl]-1H-pyrazol-1-yl}piperidine-1-carboxylate), C(=O)(C(F)(F)F)O (TFA). Solvent: C(Cl)Cl (CH2Cl2). Run at time 1 hour. The product is FC(C(=O)O)(F)F.FC(C(=O)O)(F)F.FC(C(=O)O)(F)F.ClC=1C(=C(C(=C(C1)C(C)NC1=C2N=CNC2=NC=N1)OC)C=1C=NN(C1)C1CCNCC1)C (N-{1-[5-chloro-2-methoxy-4-methyl-3-(1-piperidin-4-yl-1H-pyrazol-4-yl)phenyl]ethyl}-9H-purin-6-amine tris(trifluoroacetate)). RXN SMILES: [Cl:1][C:2]1[C:3]([CH3:46])=[C:4]([C:28]2[CH:29]=[N:30][N:31]([CH:33]3[CH2:38][CH2:37][N:36](C(OC(C)(C)C)=O)[CH2:35][CH2:34]3)[CH:32]=2)[C:5]([O:26][CH3:27])=[C:6]([CH:8]([NH:10][C:11]2[N:19]=[CH:18][N:17]=[C:16]3[C:12]=2[N:13]=[CH:14][N:15]3C2CCCCO2)[CH3:9])[CH:7]=1.[C:47]([OH:53])([C:49]([F:52])([F:51])[F:50])=[O:48]>C(Cl)Cl>[F:50][C:49]([F:52])([F:51])[C:47]([OH:53])=[O:48].[F:50][C:49]([F:52])([F:51])[C:47]([OH:53])=[O:48].[F:50][C:49]([F:52])([F:51])[C:47]([OH:53])=[O:48].[Cl:1][C:2]1[C:3]([CH3:46])=[C:4]([C:28]2[CH:29]=[N:30][N:31]([CH:33]3[CH2:38][CH2:37][NH:36][CH2:35][CH2:34]3)[CH:32]=2)[C:5]([O:26][CH3:27])=[C:6]([CH:8]([NH:10][C:11]2[N:19]=[CH:18][N:17]=[C:16]3[C:12]=2[N:13]=[CH:14][NH:15]3)[CH3:9])[CH:7]=1 |f:3.4.5.6|. Reported procedure: tert-Butyl 4-{4-[3-chloro-6-methoxy-2-methyl-5-(1-{[9-(tetrahydro-2H-pyran-2-yl)-9H-purin-6-yl]amino}ethyl)phenyl]-1H-pyrazol-1-yl}piperidine-1-carboxylate (0.040 g) was dissolved in CH2Cl2 (0.4 mL) and then TFA (0.4 mL) was added. The mixture was stirred at room temperature for 1 hour. After evaporated to dryness, the residue was purified on RP-HPLC (XBridge C18 Column, eluting with a gradient of acetonitrile in water with 0.05% trifluoroacetic acid, at flow rate of 30 mL/min) to give the desir...